From a dataset of the Open Reaction Database (ORD), a public repository of structured organic reaction records. describe an organic reaction: reactants, conditions, products, and yield The reactants are NC1=CC(=NN1C=1C=C2C(OC(C2=CC1Br)(F)F)(F)F)C#N (5-amino-1-(6-bromo-1,1,3,3-tetrafluoro-1,3-dihydroisobenzofuran-5-yl)-3-cyanopyrazole), S(=O)(Cl)Cl (thionyl chloride), FC(S(=O)[O-])(F)F.[Na+] (sodium trifluoromethane-sulfinate), S(=O)(=O)(O)C1=CC=C(C)C=C1.CNC (dimethylamine tosylate). The solvent is C1(=CC=CC=C1)C (toluene), O (water). Run at temperature 55 celsius. The product is NC1=C(C(=NN1C=1C=C2C(OC(C2=CC1Br)(F)F)(F)F)C#N)S(=O)C(F)(F)F (5-amino-1-(6-bromo-1,1,3,3-tetrafluoro-1,3-dihydroisobenzofuran-5-yl)-3-cyano-4-trifluoromethylsulfinylpyrazole). The yield is 20.3%. Reaction SMILES: [NH2:1][C:2]1[N:6]([C:7]2[CH:8]=[C:9]3[C:13](=[CH:14][C:15]=2[Br:16])[C:12]([F:18])([F:17])[O:11][C:10]3([F:20])[F:19])[N:5]=[C:4]([C:21]#[N:22])[CH:3]=1.[F:23][C:24]([F:29])([F:28])[S:25]([O-])=[O:26].[Na+].S(C1C=CC(C)=CC=1)(O)(=O)=O.CNC.S(Cl)(Cl)=O>C1(C)C=CC=CC=1.O>[NH2:1][C:2]1[N:6]([C:7]2[CH:8]=[C:9]3[C:13](=[CH:14][C:15]=2[Br:16])[C:12]([F:18])([F:17])[O:11][C:10]3([F:20])[F:19])[N:5]=[C:4]([C:21]#[N:22])[C:3]=1[S:25]([C:24]([F:29])([F:28])[F:23])=[O:26] |f:1.2,3.4|. Procedure: To a suspension wherein 5-amino-1-(6-bromo-1,1,3,3-tetrafluoro-1,3-dihydroisobenzofuran-5-yl)-3-cyanopyrazole (754 mg, 2.00 ml), sodium trifluoromethane-sulfinate (406 mg, 2.60 mmol) and dimethylamine tosylate (652 mg, 3.00 mmol) are in toluene (5 ml), thionyl chloride (309, mg, 2.60 mmol) was added dropwise under ice cooling over a period of about 10 minutes and then stirred under heating at 50 to 60° C. for 10 hours. After allowing time to cool, the reaction solution was poured into water, ext... Reactants: CS(=O)(=O)OC[C@@H]1COC=2C(=NC=CC2)O1 ((S)-2,3-dihydro-1,4-dioxino[2,3-b]pyridine-3-methanol methanesulfonate), C(C1=CC=CC=C1)N (benzylamine), C(=O)(O)[O-].[Na+] (NaHCO3). Run in O1CCOCC1 (dioxane). Yields the product C1(=CC=CC=C1)CNC[C@H]1COC=2C(=NC=CC2)O1 ((S)-2,3-dihydro-N-(phenylmethyl)-[1,4]dioxino[2,3-b]pyridine-3-methanamine). As a reaction SMILES: CS(O[CH2:6][C@H:7]1[O:16][C:11]2=[N:12][CH:13]=[CH:14][CH:15]=[C:10]2[O:9][CH2:8]1)(=O)=O.[CH2:17]([NH2:24])[C:18]1[CH:23]=[CH:22][CH:21]=[CH:20][CH:19]=1.C([O-])(O)=O.[Na+]>O1CCOCC1>[C:18]1([CH2:17][NH:24][CH2:6][C@@H:7]2[O:16][C:11]3=[N:12][CH:13]=[CH:14][CH:15]=[C:10]3[O:9][CH2:8]2)[CH:23]=[CH:22][CH:21]=[CH:20][CH:19]=1 |f:2.3|. Procedure: A mixture of intermediate (3) (0.041 mol), benzylamine (0.041 mol) and NaHCO3 (0.11 mol) in dioxane (100 ml) was stirred and refluxed for 48 hours. The solvent was evaporated. The residue was taken up in water and DCM. The separated organic layer was dried, filtered and the solvent was evaporated. The residue was purified by column chromatography over silica gel (eluent: CH2Cl2/CH3OH 95/5). The desired fractions were collected, the solvent was evaporated, yielding (S)-2,3-dihydro-N-(phenylmethyl... The reactants are CC1(CC(CCC1)=O)C (3,3-dimethylcyclohexanone), C(=O)OCC (ethyl formate), O (water), [H-].[Na+] (sodium hydride). The solvent is O1CCCC1 (tetrahydrofuran), O1CCCC1 (tetrahydrofuran), C(C)(=O)OCC (ethyl acetate), O1CCCC1 (tetrahydrofuran). Reaction conditions: time 1 hour. The product is CC1(CC(C(CC1)C=O)=O)C (4,4-dimethyl-2-oxocyclohexanecarbaldehyde). Reaction SMILES: [H-].[Na+].[CH3:3][C:4]1([CH3:11])[CH2:9][CH2:8][CH2:7][C:6](=[O:10])[CH2:5]1.[CH:12](OCC)=[O:13].O>O1CCCC1.C(OCC)(=O)C>[CH3:3][C:4]1([CH3:11])[CH2:9][CH2:8][CH:7]([CH:12]=[O:13])[C:6](=[O:10])[CH2:5]1 |f:0.1|. Procedure: Under a nitrogen atmosphere, to a suspension of sodium hydride (28 g, 697 mmol) in tetrahydrofuran (500 ml) was added dropwise a solution of 3,3-dimethylcyclohexanone (80 g, 634 mmol) in tetrahydrofuran (250 ml) under ice-cooling over about 1 hr, and the mixture was stirred for 1 hr. Then, a solution of ethyl formate (99 g, 1.3 mol) in tetrahydrofuran (250 ml) was added dropwise over about 1 hr, and the mixture was stirred under ice-cooling for 1 hr, and at room temperature for 1 hr. To the reac... The reactants are C([O-])([O-])=O.[Cs+].[Cs+] (cesium carbonate), C1(=CC=CC=C1)P(C1=C(C2=CC=CC=C2C=C1)C1=C(C=CC2=CC=CC=C12)P(C1=CC=CC=C1)C1=CC=CC=C1)C1=CC=CC=C1 (2,2′-bis(diphenylphosphino)-1,1′-binaphthyl), BrC=1C=C(C(=C(C1)C)OCCCCCCCOC)C (5-bromo-2-(7-methoxyheptyloxy)-1,3-dimethylbenzene), N1(CCNCC1)C1=CC=C(C(=O)OCC)C=C1 (ethyl 4-(piperazin-1-yl)benzoate). The reagents and catalysts are C(C)(=O)[O-].[Pd+2].C(C)(=O)[O-] (palladium(II) acetate). Solvent: C1(=CC=CC=C1)C (toluene), C1(=CC=CC=C1)C (toluene). Run at time 30 minute. Yields the product COCCCCCCCOC1=C(C=C(C=C1C)N1CCN(CC1)C1=CC=C(C(=O)OCC)C=C1)C (ethyl 4-[4-[4-(7-methoxyheptyloxy)-3,5-dimethylphenyl]piperazin-1-yl]benzoate). Isolated yield 36.2%. RXN SMILES: C(=O)([O-])[O-].[Cs+].[Cs+].C1(P(C2C=CC=CC=2)C2C=CC3C(=CC=CC=3)C=2C2C3C(=CC=CC=3)C=CC=2P(C2C=CC=CC=2)C2C=CC=CC=2)C=CC=CC=1.[N:53]1([C:59]2[CH:69]=[CH:68][C:62]([C:63]([O:65][CH2:66][CH3:67])=[O:64])=[CH:61][CH:60]=2)[CH2:58][CH2:57][NH:56][CH2:55][CH2:54]1.Br[C:71]1[CH:72]=[C:73]([CH3:88])[C:74]([O:78][CH2:79][CH2:80][CH2:81][CH2:82][CH2:83][CH2:84][CH2:85][O:86][CH3:87])=[C:75]([CH3:77])[CH:76]=1>C1(C)C=CC=CC=1.C([O-])(=O)C.[Pd+2].C([O-])(=O)C>[CH3:87][O:86][CH2:85][CH2:84][CH2:83][CH2:82][CH2:81][CH2:80][CH2:79][O:78][C:74]1[C:73]([CH3:88])=[CH:72][C:71]([N:56]2[CH2:55][CH2:54][N:53]([C:59]3[CH:60]=[CH:61][C:62]([C:63]([O:65][CH2:66][CH3:67])=[O:64])=[CH:68][CH:69]=3)[CH2:58][CH2:57]2)=[CH:76][C:75]=1[CH3:77] |f:0.1.2,7.8.9|. Procedure details: To a mixture of cesium carbonate (1.39 g), palladium(II) acetate (34.1 mg) and 2,2′-bis(diphenylphosphino)-1,1′-binaphthyl (142 mg) in toluene (3.1 ml) was successively added ethyl 4-(piperazin-1-yl)benzoate (0.85 g) and a solution of 5-bromo-2-(7-methoxyheptyloxy)-1,3-dimethylbenzene (1.00 g) in toluene (3 ml) in a stream of nitrogen. The mixture was stirred at ambient temperature for 30 minutes and refluxed for a further 20 hours. After cooling, the reaction mixture was concentrated in vacuo a... Starting materials: C1(=CC=CC=C1)C[C@H]1NC(OC1)=O ((R)-4-(phenylmethyl)-2-oxazolidinone), C(CCC)[Li] (n-butyllithium), C(\C=C\C)(=O)Cl ((E)-crotonyl chloride). Yields the product C(\C=C\C)(=O)N1C(OC[C@H]1CC1=CC=CC=C1)=O ((4R)-3-((E)-2-butenoyl)-4-(phenylmethyl)-2-oxazolidinone). As a reaction SMILES: [C:1]1([CH2:7][C@@H:8]2[CH2:12][O:11][C:10](=[O:13])[NH:9]2)[CH:6]=[CH:5][CH:4]=[CH:3][CH:2]=1.C([Li])CCC.[C:19](Cl)(=[O:23])/[CH:20]=[CH:21]/[CH3:22]>>[C:19]([N:9]1[C@H:8]([CH2:7][C:1]2[CH:2]=[CH:3][CH:4]=[CH:5][CH:6]=2)[CH2:12][O:11][C:10]1=[O:13])(=[O:23])/[CH:20]=[CH:21]/[CH3:22]. Reported procedure: reacting (R)-4-(phenylmethyl)-2-oxazolidinone (5) with n-butyllithium and (E)-crotonyl chloride to produce (4R)-3-((E)-2-butenoyl)-4-(phenylmethyl)-2-oxazolidinone (6), Starting materials: [Al+3], Cc1ccccc1OCC(=O)Nc1ccc(-c2nc3cc(Br)cc(C(C)(C)O)c3o2)cc1, C1CCOC1, [Cl-], [H-], [H-], [H-], [H-], [Li+], [NH4+]. The product is Cc1ccccc1OCC(=O)Nc1ccc(-c2nc3cccc(C(C)(C)O)c3o2)cc1. Reaction SMILES: [Al+3:2].[Br:7][c:8]1[cH:9][c:10]([C:35]([CH3:36])([CH3:37])[OH:38])[c:11]2[c:12]([n:13][c:14](-[c:16]3[cH:17][cH:18][c:19]([NH:22][C:23]([CH2:24][O:25][c:26]4[c:27]([CH3:32])[cH:28][cH:29][cH:30][cH:31]4)=[O:33])[cH:20][cH:21]3)[o:15]2)[cH:34]1.[CH2:39]1[O:40][CH2:41][CH2:42][CH2:43]1.[Cl-:44].[H-:1].[H-:4].[H-:5].[H-:6].[Li+:3].[NH4+:45]>>[cH:8]1[cH:9][c:10]([C:35]([CH3:36])([CH3:37])[OH:38])[c:11]2[c:12]([n:13][c:14](-[c:16]3[cH:17][cH:18][c:19]([NH:22][C:23]([CH2:24][O:25][c:26]4[c:27]([CH3:32])[cH:28][cH:29][cH:30][cH:31]4)=[O:33])[cH:20][cH:21]3)[o:15]2)[cH:34]1.